This data is from the Open Reaction Database (ORD), a public repository of structured organic reaction records. The task is: describe an organic reaction: reactants, conditions, products, and yield Starting materials: C1=CC=CC=2C3=CC=CC=C3C(C(C12)=O)=O (Phenanthrene-9,10-quinone), C1N2CN3CN1CN(C2)C3 (hexamethylenetetramine), C(C)(=O)[O-].[NH4+] (ammonium acetate). Solvent: C(C)(=O)O (acetic acid). Yields the product N1=CNC2=C1C1=CC=CC=C1C=1C=CC=CC12 (phenanthro[9,10-d]imidazole). As a reaction SMILES: [CH:1]1[C:14]2[C:13](=O)[C:12](=O)[C:11]3[C:6](=[CH:7][CH:8]=[CH:9][CH:10]=3)[C:5]=2[CH:4]=[CH:3][CH:2]=1.[CH2:17]1[N:22]2CN3CN(C2)C[N:18]1C3.C([O-])(=O)C.[NH4+]>C(O)(=O)C>[N:18]1[C:13]2[C:14]3[C:5]([C:6]4[CH:7]=[CH:8][CH:9]=[CH:10][C:11]=4[C:12]=2[NH:22][CH:17]=1)=[CH:4][CH:3]=[CH:2][CH:1]=3 |f:2.3|. Reported procedure: Phenanthrene-9,10-quinone or an appropriately substituted analog is reacted with hexamethylenetetramine (hexamine) and ammonium acetate in glacial acetic acid to produce the corresponding phenanthro[9,10-d]imidazole. The reaction is carried out with refluxing of the acetic acid. ##STR8## [Edgar A. Stock and A. R. Day, J. Am. Chem. Soc., 65, 452 (1943)].